From a dataset of the Open Reaction Database (ORD), a public repository of structured organic reaction records. describe an organic reaction: reactants, conditions, products, and yield The reactants are O=C1CCC(CC1)CC(=O)OCC1=CC=CC=C1 (Benzyl 2-(4-oxocyclohexyl)acetate), [BH4-].[Na+] (NaBH4). The solvent is CO (methanol). Conditions: time 2 hour. Product: O[C@H]1CC[C@H](CC1)CC(=O)OCC1=CC=CC=C1 (Benzyl 2-(cis-4-hydroxycyclohexyl)acetate). The yield is 17.9%. Reaction SMILES: [O:1]=[C:2]1[CH2:7][CH2:6][CH:5]([CH2:8][C:9]([O:11][CH2:12][C:13]2[CH:18]=[CH:17][CH:16]=[CH:15][CH:14]=2)=[O:10])[CH2:4][CH2:3]1.[BH4-].[Na+]>CO>[OH:1][C@@H:2]1[CH2:3][CH2:4][C@H:5]([CH2:8][C:9]([O:11][CH2:12][C:13]2[CH:14]=[CH:15][CH:16]=[CH:17][CH:18]=2)=[O:10])[CH2:6][CH2:7]1 |f:1.2|. Reported procedure: Benzyl 2-(4-oxocyclohexyl)acetate (5.0 g, 20.3 mmol) was dissolved in methanol (150 ml), NaBH4 (770 mg, 20.3 mmol) was added by portions to the solution at 0° C., and the mixture was stirred for 2 hr. The mixture was concentrated under reduced pressure, followed by separation with ethyl acetate and water. The organic layer was washed with saturated brine and was dried over anhydrous magnesium sulfate, and the filtrate was concentrated under reduced pressure. The residue was chromatographed on si...